Dataset: the Open Reaction Database (ORD), a public repository of structured organic reaction records. Task: describe an organic reaction: reactants, conditions, products, and yield The reactants are C(=O)(C(F)(F)F)O (TFA), C(C)(C)(C)OC(=O)N1CCC(CC1)CCC(C1=CC=CC=C1)=O (1-(tert-Butoxycarbonyl)-4-(3-oxo-3-phenylproyl)piperidine). Solvent: C(Cl)Cl (CH2Cl2). Reaction conditions: time 3 hour. Product: FC(C(=O)O)(F)F.O=C(CCC1CCNCC1)C1=CC=CC=C1 (4-(3-Oxo-3-phenylpropyl)piperidine trifluoroacetate). As a reaction SMILES: [C:1]([OH:7])([C:3]([F:6])([F:5])[F:4])=[O:2].C(OC([N:15]1[CH2:20][CH2:19][CH:18]([CH2:21][CH2:22][C:23](=[O:30])[C:24]2[CH:29]=[CH:28][CH:27]=[CH:26][CH:25]=2)[CH2:17][CH2:16]1)=O)(C)(C)C>C(Cl)Cl>[F:4][C:3]([F:6])([F:5])[C:1]([OH:7])=[O:2].[O:30]=[C:23]([C:24]1[CH:25]=[CH:26][CH:27]=[CH:28][CH:29]=1)[CH2:22][CH2:21][CH:18]1[CH2:17][CH2:16][NH:15][CH2:20][CH2:19]1 |f:3.4|. Procedure details: TFA (1.0 mL) was added to a solution of 1-(tert-butoxycarbonyl)-4-(3-oxo-3-phenylpropyl)piperidine (50 mg, 0.16 mmol, from Step C) in CH2Cl2 (1.0 mL) at rt. After stirring for 3 h, the solution was concentrated at reduced pressure. Toluene was added and evaporated at reduced pressure, and this was repeated with two additional portions of toluene. Drying under vacuum yielded the title compound as colorless crystals. Starting materials: COC(C1=CC(=CC=C1)C1CN(CCC1)C(CC)=O)=O (methyl-3-(1-propionylpiperidin-3-yl)benzoate), [OH-].[Na+] (sodium hydroxide), CO (methanol). Run in O (water). Product: COC(C1=CC(=CC=C1)C=1C=NC=CC1)=O (methyl-3-(3-pyridyl)-benzoate). The yield is 69.0%. RXN SMILES: [CH3:1][O:2][C:3](=[O:20])[C:4]1[CH:9]=[CH:8][CH:7]=[C:6]([CH:10]2[CH2:15][CH2:14][CH2:13][N:12](C(=O)CC)[CH2:11]2)[CH:5]=1.[OH-].[Na+].CO>O>[CH3:1][O:2][C:3](=[O:20])[C:4]1[CH:9]=[CH:8][CH:7]=[C:6]([C:10]2[CH:11]=[N:12][CH:13]=[CH:14][CH:15]=2)[CH:5]=1 |f:1.2|. Procedure details: A mixture of methyl-3-(1-propionylpiperidin-3-yl)benzoate (4.8 g, 0.17 mol), sodium hydroxide pellets (5 g), methanol (80 ml) and water (20 ml) was stirred until TLC indicated that no starting material remained (4 hours). The methanol was evaporated and the alkaline water layer was washed with ether, acidified with hydrochloride acid and extracted with chloroform. Evaporation gave the product (4.0 g, 69% yield from methyl-3-(3-pyridyl)-benzoate) as an oil which crystallized after several weeks o...